From a dataset of the Open Reaction Database (ORD), a public repository of structured organic reaction records. describe an organic reaction: reactants, conditions, products, and yield Starting materials: O=C([O-])[O-], COC(=O)C(C)=COS(=O)(=O)c1ccc(C)cc1, [Cs+], [Cs+], CN(C)C=O, O, Oc1ccccc1. The product is COC(=O)C(C)=COc1ccccc1. Reaction SMILES: [C:26](=[O:27])([O-:28])[O-:29].[CH3:1][C:2]([C:3](=[O:4])[O:5][CH3:6])=[CH:7][O:8][S:9]([c:10]1[cH:11][cH:12][c:13]([CH3:14])[cH:15][cH:16]1)(=[O:17])=[O:18].[Cs+:30].[Cs+:31].[O:33]=[CH:34][N:35]([CH3:36])[CH3:37].[OH2:32].[OH:19][c:20]1[cH:21][cH:22][cH:23][cH:24][cH:25]1>>[CH:1](=[C:2]([C:3](=[O:4])[O:5][CH3:6])[CH3:7])[O:19][c:20]1[cH:21][cH:22][cH:23][cH:24][cH:25]1.